From a dataset of the Open Reaction Database (ORD), a public repository of structured organic reaction records. describe an organic reaction: reactants, conditions, products, and yield The reactants are CCCCCCCCCCCC(=O)Cl, CC(C)=O, NC(=O)CCC(N)C(=O)O, [Na+], [OH-], O, O=S(=O)(O)O. The product is CCCCCCCCCCCC(=O)NC(CCC(N)=O)C(=O)O. As a reaction SMILES: [C:13]([CH2:14][CH2:15][CH2:16][CH2:17][CH2:18][CH2:19][CH2:20][CH2:21][CH2:22][CH2:23][CH3:24])(=[O:25])[Cl:26].[CH3:33][C:34](=[O:35])[CH3:36].[NH2:1][CH:2]([CH2:3][CH2:4][C:5]([NH2:6])=[O:7])[C:8]([OH:9])=[O:10].[Na+:12].[OH-:11].[OH2:32].[S:27](=[O:28])(=[O:29])([OH:30])[OH:31]>>[NH:1]([CH:2]([CH2:3][CH2:4][C:5]([NH2:6])=[O:7])[C:8]([OH:9])=[O:10])[C:13]([CH2:14][CH2:15][CH2:16][CH2:17][CH2:18][CH2:19][CH2:20][CH2:21][CH2:22][CH2:23][CH3:24])=[O:25]. Reactants: N1C=CC2=CC=C(C=C12)C(=O)O (1H-indole-6-carboxylic acid), [Cl-].C(C1=CC=CC=C1)=[N+](C)C (benzylidene-dimethyl-ammonium chloride). Product: CN(C)C(C1=CNC2=CC(=CC=C12)C(=O)O)C1=CC=CC=C1 (3-(Dimethylaminophenylmethyl)-1H-indole-6-carboxylic Acid). Reaction SMILES: [NH:1]1[C:9]2[C:4](=[CH:5][CH:6]=[C:7]([C:10]([OH:12])=[O:11])[CH:8]=2)[CH:3]=[CH:2]1.[Cl-].[CH:14](=[N+:21]([CH3:23])[CH3:22])[C:15]1[CH:20]=[CH:19][CH:18]=[CH:17][CH:16]=1>>[CH3:22][N:21]([CH:14]([C:15]1[CH:20]=[CH:19][CH:18]=[CH:17][CH:16]=1)[C:3]1[C:4]2[C:9](=[CH:8][C:7]([C:10]([OH:12])=[O:11])=[CH:6][CH:5]=2)[NH:1][CH:2]=1)[CH3:23] |f:1.2|. Procedure details: The preparation was carried out in accordance with general synthesis instructions 4 from 1H-indole-6-carboxylic acid and benzylidene-dimethyl-ammonium chloride, which had been prepared in accordance with example 1.